Dataset: the Open Reaction Database (ORD), a public repository of structured organic reaction records. Task: describe an organic reaction: reactants, conditions, products, and yield Reactants: COCCOCCO, [H-], N#Cc1cnc2ccc(I)cc2c1, [Na+], CN(C)C=O, O. The product is COCCOCCOc1c(C#N)cnc2ccc(I)cc12. Reaction SMILES: [CH3:1][O:2][CH2:3][CH2:4][O:5][CH2:6][CH2:7][OH:8].[H-:9].[I:11][c:12]1[cH:13][c:14]2[cH:15][c:16]([C:22]#[N:23])[cH:17][n:18][c:19]2[cH:20][cH:21]1.[Na+:10].[O:25]=[CH:26][N:27]([CH3:28])[CH3:29].[OH2:24]>>[CH3:1][O:2][CH2:3][CH2:4][O:5][CH2:6][CH2:7][O:8][c:15]1[c:14]2[cH:13][c:12]([I:11])[cH:21][cH:20][c:19]2[n:18][cH:17][c:16]1[C:22]#[N:23]. The reactants are ClC=1C=NC=C(C(=NO)Cl)C1 (5-Chloro-N-hydroxynicotinimidoyl chloride), C(#C)C1=CC(=CC=C1)C (1-ethynyl-3-methylbenzene), N (NH3). The product is ClC=1C=C(C=NC1)C1=NOC(=C1)C=1C=C(C=CC1)C (3-(5-Chloropyridin-3-yl)-5-m-tolylisoxazole). As a reaction SMILES: [Cl:1][C:2]1[CH:3]=[N:4][CH:5]=[C:6]([CH:11]=1)[C:7](Cl)=[N:8][OH:9].[C:12]([C:14]1[CH:19]=[CH:18][CH:17]=[C:16]([CH3:20])[CH:15]=1)#[CH:13].N>>[Cl:1][C:2]1[CH:11]=[C:6]([C:7]2[CH:13]=[C:12]([C:14]3[CH:15]=[C:16]([CH3:20])[CH:17]=[CH:18][CH:19]=3)[O:9][N:8]=2)[CH:5]=[N:4][CH:3]=1. Reported procedure: The titled compound was prepared according to Method CB using the product of Example 69B (57 mg, 0.3 mmol) and 1-ethynyl-3-methylbenzene (Aldrich, 35 mg, 0.3 mmol). 1H NMR (300 MHz, DMSO-d6) δ 2.42 (s, 3H), 7.38 (d, J=7.5 Hz, 1H), 7.49 (t, J=7.6 Hz, 1H), 7.66-7.75 (m, 2H), 7.75 (s, 1H), 8.44 (t, J=2.1 Hz, 1 H), 8.80 (d, J=2.4 Hz, 1H), 9.09 (d, J=2.0 Hz, 1H) ppm; MS (DCI/NH3) m/z 271 (M+H)+, 273 (M+H)+.